describe an organic reaction: reactants, conditions, products, and yield From a dataset of the Open Reaction Database (ORD), a public repository of structured organic reaction records. The reactants are C(C)(C)(C)OC(NC1=C(C=C(C(=C1)N(C)C(C)C)Cl)NC(CC(C1=CC(=CC=C1)C1=CC(=NC=C1)COC1OCCCC1)=O)=O)=O ((RS)-[4-chloro-5-(isopropyl-methyl-amino)-2-(3-oxo-3-{3-[2-(tetrahydro-pyran-2-yloxymethyl)-pyridin-4-yl]-phenyl}-propionylamino)-phenyl]-carbamic acid tert-butyl ester), C(=O)(C(F)(F)F)O (TFA). Procedure: The title compound was prepared from (RS)-[4-chloro-5-(isopropyl-methyl-amino)-2-(3-oxo-3-{3-[2-(tetrahydro-pyran-2-yloxymethyl)-pyridin-4-yl]-phenyl}-propionylamino)-phenyl]-carbamic acid tert-butyl ester (Example M280) (0.35 g, 0.54 mmol) by treatment with TFA in CH2Cl2 according to the general procedure N. Obtained as a yellow solid (162 mg, 67%). The product is ClC=1C(=CC2=C(NC(CC(=N2)C2=CC(=CC=C2)C2=CC(=NC=C2)CO)=O)C1)N(C)C(C)C (8-Chloro-4-[3-(2-hydroxymethyl-pyridin-4-yl)-phenyl]-7-(isopropyl-methyl-amino)-1,3-dihydro-benzo[b][1,4]diazepin-2-one), solid. Solvent: C(Cl)Cl (CH2Cl2). The yield is 67.0%. As a reaction SMILES: C(OC(=O)[NH:7][C:8]1[CH:13]=[C:12]([N:14]([CH:16]([CH3:18])[CH3:17])[CH3:15])[C:11]([Cl:19])=[CH:10][C:9]=1[NH:20][C:21](=[O:45])[CH2:22][C:23](=O)[C:24]1[CH:29]=[CH:28][CH:27]=[C:26]([C:30]2[CH:35]=[CH:34][N:33]=[C:32]([CH2:36][O:37]C3CCCCO3)[CH:31]=2)[CH:25]=1)(C)(C)C.C(O)(C(F)(F)F)=O>C(Cl)Cl>[Cl:19][C:11]1[C:12]([N:14]([CH:16]([CH3:18])[CH3:17])[CH3:15])=[CH:13][C:8]2[N:7]=[C:23]([C:24]3[CH:29]=[CH:28][CH:27]=[C:26]([C:30]4[CH:35]=[CH:34][N:33]=[C:32]([CH2:36][OH:37])[CH:31]=4)[CH:25]=3)[CH2:22][C:21](=[O:45])[NH:20][C:9]=2[CH:10]=1.